The task is: describe an organic reaction: reactants, conditions, products, and yield. This data is from the Open Reaction Database (ORD), a public repository of structured organic reaction records. Reactants: ClC1=C2C=CC(=NC2=C(C(=C1)C(=O)O)O)C (5-chloro-8-hydroxy-2-methyl-7-quinolinecarboxylic acid), C1(=CC=CC=C1)CCCN (3-phenylpropylamine), CCN=C=NCCCN(C)C.Cl (EDC hydrochloride), O.OC1=CC=CC=2NN=NC21 (hydroxybenzotriazole hydrate). The solvent is C(Cl)Cl (CH2Cl2), C1(=CC=CC=C1)C (Toluene), CN(C)C=O (DMF), hexanes. Conditions: time 48 hour. Yields the product ClC1=C2C=CC(=NC2=C(C(=C1)C(=O)NCCCC1=CC=CC=C1)O)C (5-chloro-8-hydroxy-2-methyl-N-(3-phenylpropyl)-7-quinolinecarboxamide). Reaction SMILES: [Cl:1][C:2]1[CH:11]=[C:10]([C:12]([OH:14])=O)[C:9]([OH:15])=[C:8]2[C:3]=1[CH:4]=[CH:5][C:6]([CH3:16])=[N:7]2.[C:17]1([CH2:23][CH2:24][CH2:25][NH2:26])[CH:22]=[CH:21][CH:20]=[CH:19][CH:18]=1.CCN=C=NCCCN(C)C.Cl.O.OC1C2N=NNC=2C=CC=1>CN(C=O)C.C1(C)C=CC=CC=1.C(Cl)Cl>[Cl:1][C:2]1[CH:11]=[C:10]([C:12]([NH:26][CH2:25][CH2:24][CH2:23][C:17]2[CH:22]=[CH:21][CH:20]=[CH:19][CH:18]=2)=[O:14])[C:9]([OH:15])=[C:8]2[C:3]=1[CH:4]=[CH:5][C:6]([CH3:16])=[N:7]2 |f:2.3,4.5|. Procedure details: To a solution of 5-chloro-8-hydroxy-2-methyl-7-quinolinecarboxylic acid (0.500 g) and 3-phenylpropylamine (0.33 mL) in 20 mL DMF is added EDC hydrochloride (0.444 g) and hydroxybenzotriazole hydrate (0.312 g). The reaction is stirred at room temperature for 48 h. The mixture is then partitioned between EtOAc and water. The aqueous layer is extracted with EtOAc (3×). The combined organic layers are washed with brine (1×), dried over sodium sulfate and condensed. The residue is stirred in 20 mL 1:... Run at temperature 85 celsius. Reactants: BrCC1(COC1)CBr (3,3-bis-(bromomethyl)oxetane), C(C(F)(F)F)O (trifluoroethanol), BrCC1(COC1)CBr (3,3-bis-(bromomethyl)oxetane), [OH-].[K+] (potassium hydroxide). Reagents/catalysts: [Br-].C(CCC)[N+](CCCC)(CCCC)CCCC (tetrabutylammonium bromide). As a reaction SMILES: Br[CH2:2][C:3]1([CH2:7]Br)[CH2:6][O:5][CH2:4]1.[CH2:9]([OH:14])[C:10]([F:13])([F:12])[F:11].[OH-:15].[K+]>[Br-].C([N+](CCCC)(CCCC)CCCC)CCC.O>[F:11][C:10]([F:13])([F:12])[CH2:9][O:14][CH2:2][C:3]1([CH2:7][O:15][CH2:9][C:10]([F:13])([F:12])[F:11])[CH2:6][O:5][CH2:4]1 |f:2.3,4.5|. Procedure details: A 2 L round-bottom flask fitted with a mechanical stirrer, condenser and a thermometer was charged with 3,3-bis-(bromomethyl)oxetane (300 g, 1.2 mol), trifluoroethanol (284 g, 2.8 mol), tetrabutylammonium bromide (39.9 g, 0.12 mol) and water (265 mL). The mixture was heated to 85° C. and a 50% aqueous potassium hydroxide solution (672 g, 5.1 mol) was added via an additional funnel over a period of 3 h. The progress of the reaction was monitored by GLC and when greater than 99% of 3,3-bis-(bromom... Solvent: O (water). Yields the product FC(COCC1(COC1)COCC(F)(F)F)(F)F (3,3-bis(-2,2,2-trifluoroethoxymethyl)oxetane). Reactants: ClC1=NC=CC(=N1)C1=C(N=C(S1)C(C)C)C=1C=C(C=CC1)NS(=O)(=O)C1=C(C=CC=C1F)F (N-{3-[5-(2-Chloro-4-pyrimidinyl)-2-(1-methylethyl)-1,3-thiazol-4-yl]phenyl}-2,6-difluorobenzenesulfonamide), ClC1=NC=CC(=N1)C1=C(N=C(S1)C(C)C)C=1C=C(N)C=CC1 (3-[5-(2-Chloro-4-pyrimidinyl)-2-(1-methylethyl)-1,3-thiazol-4-yl]aniline), N1=CC(=CC=C1)S(=O)(=O)Cl (pyridine-3-sulfonyl chloride). Yields the product ClC1=NC=CC(=N1)C1=C(N=C(S1)C(C)C)C=1C=C(C=CC1)NS(=O)(=O)C=1C=NC=CC1 (N-{3-[5-(2-Chloro-4-pyrimidinyl)-2-(1-methylethyl)-1,3-thiazol-4-yl]phenyl}-3-pyridinesulfonamide). Isolated yield 72.0%. RXN SMILES: [Cl:1][C:2]1[N:7]=[C:6]([C:8]2[S:12][C:11]([CH:13]([CH3:15])[CH3:14])=[N:10][C:9]=2[C:16]2[CH:17]=[C:18]([NH:22][S:23]([C:26]3[C:31](F)=[CH:30][CH:29]=C[C:27]=3F)(=[O:25])=[O:24])[CH:19]=[CH:20][CH:21]=2)[CH:5]=[CH:4][N:3]=1.ClC1N=C(C2SC(C(C)C)=NC=2C2C=C(C=CC=2)N)C=C[N:36]=1.N1C=CC=C(S(Cl)(=O)=O)C=1>>[Cl:1][C:2]1[N:7]=[C:6]([C:8]2[S:12][C:11]([CH:13]([CH3:14])[CH3:15])=[N:10][C:9]=2[C:16]2[CH:17]=[C:18]([NH:22][S:23]([C:26]3[CH:27]=[N:36][CH:29]=[CH:30][CH:31]=3)(=[O:25])=[O:24])[CH:19]=[CH:20][CH:21]=2)[CH:5]=[CH:4][N:3]=1. Procedure details: Following a procedure analogous to the procedure described in Intermediate 14 using 3-[5-(2-Chloro-4-pyrimidinyl)-2-(1-methylethyl)-1,3-thiazol-4-yl]aniline (3 g, 9.1 mmol) and pyridine-3-sulfonyl chloride (1.93 g, 10.9 mmol) the title compound was obtained (3.1 g, 72% yield). 1H NMR (400 MHz, DMSO-d6) δ ppm 10.57-10.63 (br, 1H), 8.84 (d, J=2.2 Hz, 1H), 8.74-8.78 (m, 1H), 8.50 (d, J=5.3 Hz, 1H), 8.07-8.12 (m, 1H), 7.55-7.59 (m, 1H), 7.31-7.37 (m, 1H), 7.17-7.28 (m, 3H), 6.92 (d, J=5.3 Hz, 1H), 3... Reactants: O=C([O-])[O-], COc1cc(Nc2nc(C(CCCCCl)c3ccc(F)cc3)n[nH]2)ccc1-c1cnnc(C)c1, [I-], [K+], [K+], [K+], CN(C)C=O. The product is COc1cc(Nc2nc3n(n2)CCCCC3c2ccc(F)cc2)ccc1-c1cnnc(C)c1. RXN SMILES: [C:35](=[O:36])([O-:37])[O-:38].[Cl:1][CH2:2][CH2:3][CH2:4][CH2:5][CH:6]([c:7]1[cH:8][cH:9][c:10]([F:13])[cH:11][cH:12]1)[c:14]1[n:15][nH:16][c:17]([NH:19][c:20]2[cH:21][c:22]([O:33][CH3:34])[c:23](-[c:26]3[cH:27][n:28][n:29][c:30]([CH3:32])[cH:31]3)[cH:24][cH:25]2)[n:18]1.[I-:42].[K+:39].[K+:40].[K+:41].[O:43]=[CH:44][N:45]([CH3:46])[CH3:47]>>[CH2:2]1[CH2:3][CH2:4][CH2:5][CH:6]([c:7]2[cH:8][cH:9][c:10]([F:13])[cH:11][cH:12]2)[c:14]2[n:15]1[n:16][c:17]([NH:19][c:20]1[cH:21][c:22]([O:33][CH3:34])[c:23](-[c:26]3[cH:27][n:28][n:29][c:30]([CH3:32])[cH:31]3)[cH:24][cH:25]1)[n:18]2.